This data is from the Open Reaction Database (ORD), a public repository of structured organic reaction records. The task is: describe an organic reaction: reactants, conditions, products, and yield Starting materials: [BH4-], Cc1c(C=O)c2cnnc(OCc3ccccc3)c2n1Cc1ccccc1, CCO, [Na+]. The product is Cc1c(CO)c2cnnc(OCc3ccccc3)c2n1Cc1ccccc1. As a reaction SMILES: [BH4-:28].[CH2:1]([c:2]1[cH:3][cH:4][cH:5][cH:6][cH:7]1)[n:8]1[c:9]([CH3:27])[c:10]([CH:25]=[O:26])[c:11]2[c:12]1[c:13]([O:17][CH2:18][c:19]1[cH:20][cH:21][cH:22][cH:23][cH:24]1)[n:14][n:15][cH:16]2.[CH3:30][CH2:31][OH:32].[Na+:29]>>[CH2:1]([c:2]1[cH:3][cH:4][cH:5][cH:6][cH:7]1)[n:8]1[c:9]([CH3:27])[c:10]([CH2:25][OH:26])[c:11]2[c:12]1[c:13]([O:17][CH2:18][c:19]1[cH:20][cH:21][cH:22][cH:23][cH:24]1)[n:14][n:15][cH:16]2. Reactants: CO, CCOC(=O)CCc1c(OCCCOc2cc(O)c(-c3ccc(F)cc3)cc2CC)ccc(CCCCC(=O)OC)c1O, O=S(=O)(O)O. As a reaction SMILES: [CH3:49][OH:50].[OH:1][c:2]1[c:3]([CH2:37][CH2:38][C:39](=[O:40])[O:41][CH2:42][CH3:43])[c:4]([O:16][CH2:17][CH2:18][CH2:19][O:20][c:21]2[c:22]([CH2:35][CH3:36])[cH:23][c:24](-[c:28]3[cH:29][cH:30][c:31]([F:34])[cH:32][cH:33]3)[c:25]([OH:27])[cH:26]2)[cH:5][cH:6][c:7]1[CH2:8][CH2:9][CH2:10][CH2:11][C:12](=[O:13])[O:14][CH3:15].[S:44](=[O:45])(=[O:46])([OH:47])[OH:48]>>[OH:1][c:2]1[c:3]([CH2:37][CH2:38][C:39](=[O:40])[O:41][CH3:42])[c:4]([O:16][CH2:17][CH2:18][CH2:19][O:20][c:21]2[c:22]([CH2:35][CH3:36])[cH:23][c:24](-[c:28]3[cH:29][cH:30][c:31]([F:34])[cH:32][cH:33]3)[c:25]([OH:27])[cH:26]2)[cH:5][cH:6][c:7]1[CH2:8][CH2:9][CH2:10][CH2:11][C:12](=[O:13])[O:14][CH3:15]. The product is CCc1cc(-c2ccc(F)cc2)c(O)cc1OCCCOc1ccc(CCCCC(=O)OC)c(O)c1CCC(=O)OC. The reactants are FC(C(C)C1=CC=C(C=C1)O)F (4-(2,2-difluoro-1-methylethyl)phenol). The reagents and catalysts are [Rh] (rhodium on carbon). The solvent is C(C)(C)O (isopropanol). Product: FC(C(C)C1CCC(CC1)O)F (4-(2,2-difluoro-1-methylethyl)cyclohexanol). RXN SMILES: [F:1][CH:2]([F:12])[CH:3]([C:5]1[CH:10]=[CH:9][C:8]([OH:11])=[CH:7][CH:6]=1)[CH3:4]>C(O)(C)C.[Rh]>[F:1][CH:2]([F:12])[CH:3]([CH:5]1[CH2:10][CH2:9][CH:8]([OH:11])[CH2:7][CH2:6]1)[CH3:4]. Procedure details: At 50° C. and 150 bar, 19.7 g of 4-(2,2-difluoro-1-methylethyl)phenol in 150 ml of isopropanol were hydrogenated in the presence of rhodium on carbon as catalyst for 20 h. The catalyst was filtered off and the reaction solution was concentrated, giving 16.9 g (83% of theory) of product as a colourless oil which was reacted further without any purification. Starting materials: O=C(O)c1cccc(C(O)c2ccc(F)cc2)n1, CC(C)CC(N)C(N)=O. The product is CC(C)CC(NC(=O)c1cccc(C(O)c2ccc(F)cc2)n1)C(N)=O. RXN SMILES: [F:1][c:2]1[cH:3][cH:4][c:5]([CH:8]([c:9]2[cH:10][cH:11][cH:12][c:13]([C:15](=[O:16])[OH:17])[n:14]2)[OH:18])[cH:6][cH:7]1.[NH2:19][CH:20]([C:21](=[O:22])[NH2:23])[CH2:24][CH:25]([CH3:26])[CH3:27]>>[F:1][c:2]1[cH:3][cH:4][c:5]([CH:8]([c:9]2[cH:10][cH:11][cH:12][c:13]([C:15](=[O:17])[NH:19][CH:20]([C:21](=[O:22])[NH2:23])[CH2:24][CH:25]([CH3:26])[CH3:27])[n:14]2)[OH:18])[cH:6][cH:7]1.